Dataset: the Open Reaction Database (ORD), a public repository of structured organic reaction records. Task: describe an organic reaction: reactants, conditions, products, and yield Product: CS(=O)(=O)c1ccc(-c2c(C(=O)O)c3cccccc-3c2-c2ccccc2)cc1. Reactants: COC(=O)c1c2cccccc-2c(-c2ccccc2)c1-c1ccc(S(C)(=O)=O)cc1, CO, [Na+], [OH-]. Reaction SMILES: [CH3:1][S:2](=[O:3])(=[O:4])[c:5]1[cH:6][cH:7][c:8](-[c:11]2[c:12]([C:27](=[O:28])[O:29][CH3:30])[c:13]3[cH:14][cH:15][cH:16][cH:17][cH:18][c:19]-3[c:20]2-[c:21]2[cH:22][cH:23][cH:24][cH:25][cH:26]2)[cH:9][cH:10]1.[CH3:33][OH:34].[Na+:32].[OH-:31]>>[CH3:1][S:2](=[O:3])(=[O:4])[c:5]1[cH:6][cH:7][c:8](-[c:11]2[c:12]([C:27](=[O:28])[OH:29])[c:13]3[cH:14][cH:15][cH:16][cH:17][cH:18][c:19]-3[c:20]2-[c:21]2[cH:22][cH:23][cH:24][cH:25][cH:26]2)[cH:9][cH:10]1. The reactants are C1(CC1)C(CC(=O)OCC)=O (ethyl 3-cyclopropyl-3-oxopropanoate), NC1=CC=C(C=C1)C(F)(F)F (4-aminobenzotrifluoride). The solvent is C1(=CC=CC=C1)C (toluene), petroleum ether. Product: C1(CC1)C(CC(=O)NC1=CC=C(C=C1)C(F)(F)F)=O (3-cyclopropyl-3-oxo-N-[4-(trifluoromethyl)phenyl]-propanamide). The yield is 93.2%. As a reaction SMILES: [CH:1]1([C:4](=[O:11])[CH2:5][C:6]([O:8]CC)=O)[CH2:3][CH2:2]1.[NH2:12][C:13]1[CH:18]=[CH:17][C:16]([C:19]([F:22])([F:21])[F:20])=[CH:15][CH:14]=1>C1(C)C=CC=CC=1>[CH:1]1([C:4](=[O:11])[CH2:5][C:6]([NH:12][C:13]2[CH:18]=[CH:17][C:16]([C:19]([F:20])([F:21])[F:22])=[CH:15][CH:14]=2)=[O:8])[CH2:2][CH2:3]1. Procedure: A mixture of 10.14 g (65 mmol) of ethyl 3-cyclopropyl-3-oxopropanoate and 10.47 g (65 mmol) of 4-aminobenzotrifluoride in 100 ml of dry toluene was refluxed for 8 hours using a Dean-Stark condenser to remove the ethanol formed during the reaction. The reaction mixture was cooled and petroleum ether (b.p. 40°-60° C.) was added to obtain 16.44 g (93%) of 3-cyclopropyl-3-oxo-N-[4-(trifluoromethyl)phenyl]-propanamide as a white crystalline solid, melting at 131°-2° C. The reactants are CC(C)(C)OC(=O)NC(Cc1cccc(F)c1)C(CO)O[Si](C)(C)C(C)(C)C, CCOC(C)=O, ClCCl, c1ccncc1. Yields the product CC(C)(C)OC(=O)NC(Cc1cccc(F)c1)C(C=O)O[Si](C)(C)C(C)(C)C. RXN SMILES: [C:1]([CH3:2])([CH3:3])([CH3:4])[Si:5]([O:6][CH:7]([CH:8]([CH2:9][c:10]1[cH:11][c:12]([F:16])[cH:13][cH:14][cH:15]1)[NH:17][C:18]([O:19][C:20]([CH3:21])([CH3:22])[CH3:23])=[O:24])[CH2:25][OH:26])([CH3:27])[CH3:28].[CH3:38][CH2:39][O:40][C:41]([CH3:42])=[O:43].[Cl:29][CH2:30][Cl:31].[cH:32]1[cH:33][cH:34][n:35][cH:36][cH:37]1>>[C:1]([CH3:2])([CH3:3])([CH3:4])[Si:5]([O:6][CH:7]([CH:8]([CH2:9][c:10]1[cH:11][c:12]([F:16])[cH:13][cH:14][cH:15]1)[NH:17][C:18]([O:19][C:20]([CH3:21])([CH3:22])[CH3:23])=[O:24])[CH:25]=[O:26])([CH3:27])[CH3:28]. Reactants: C(C)(=O)OC1=CC=C(\C=C/2\C(N\C(\C(N2)=O)=C/C2=CC=C(C=C2)OC)=O)C=C1 ((3Z,6Z)-3-(4-Acetoxybenzylidene)-6-(4-methoxybenzylidene)-2,5-piperazinedione), [OH-].[Na+] (sodium hydroxide). Solvent: C1CCOC1 (THF). The product is OC1=CC=C(\C=C/2\C(N\C(\C(N2)=O)=C/C2=CC=C(C=C2)OC)=O)C=C1 ((3Z,6Z)-3-(4-Hydroxybenzylidene)-6-(4-methoxybenzylidene)-2,5-piperazinedione). Isolated yield 30.0%. Reaction SMILES: C([O:4][C:5]1[CH:28]=[CH:27][C:8](/[CH:9]=[C:10]2/[C:11](=[O:26])[NH:12]/[C:13](=[CH:17]\[C:18]3[CH:23]=[CH:22][C:21]([O:24][CH3:25])=[CH:20][CH:19]=3)/[C:14](=[O:16])[NH:15]/2)=[CH:7][CH:6]=1)(=O)C.[OH-].[Na+]>C1COCC1>[OH:4][C:5]1[CH:6]=[CH:7][C:8](/[CH:9]=[C:10]2/[C:11](=[O:26])[NH:12]/[C:13](=[CH:17]\[C:18]3[CH:23]=[CH:22][C:21]([O:24][CH3:25])=[CH:20][CH:19]=3)/[C:14](=[O:16])[NH:15]/2)=[CH:27][CH:28]=1 |f:1.2|. Procedure details: (3Z,6Z)-3-(4-Acetoxybenzylidene)-6-(4-methoxybenzylidene)-2,5-piperazinedione was treated with aqueous sodium hydroxide in THF at room temperature for 8 hrs to give the title compound (1519) in 30% yield.